Dataset: the Open Reaction Database (ORD), a public repository of structured organic reaction records. Task: describe an organic reaction: reactants, conditions, products, and yield Starting materials: O=C1CCC(=O)N1Br, CC(=O)O, O=[N+]([O-])O, COC(=O)c1cc(-c2ccccc2)on1. The product is COC(=O)c1noc(-c2ccccc2)c1Br. Reaction SMILES: [Br:16][N:17]1[C:18](=[O:19])[CH2:20][CH2:21][C:22]1=[O:23].[CH3:28][C:29](=[O:30])[OH:31].[OH:24][N+:25](=[O:26])[O-:27].[c:1]1(-[c:7]2[cH:8][c:9]([C:12](=[O:13])[O:14][CH3:15])[n:10][o:11]2)[cH:2][cH:3][cH:4][cH:5][cH:6]1>>[c:1]1(-[c:7]2[c:8]([Br:16])[c:9]([C:12](=[O:13])[O:14][CH3:15])[n:10][o:11]2)[cH:2][cH:3][cH:4][cH:5][cH:6]1. The reactants are CCOC(=O)C1(Cc2ccc(C3=CC(=O)N(C(C)(C)C)S3(=O)=O)cc2)CCC(=O)N1, CCO, [H][H]. Yields the product CCOC(=O)C1(Cc2ccc(C3CC(=O)N(C(C)(C)C)S3(=O)=O)cc2)CCC(=O)N1. As a reaction SMILES: [C:1]([CH3:2])([CH3:3])([CH3:4])[N:5]1[S:6](=[O:29])(=[O:30])[C:7]([c:11]2[cH:12][cH:13][c:14]([CH2:15][C:16]3([C:22](=[O:23])[O:24][CH2:25][CH3:26])[NH:17][C:18](=[O:21])[CH2:19][CH2:20]3)[cH:27][cH:28]2)=[CH:8][C:9]1=[O:10].[CH3:33][CH2:34][OH:35].[H:31][H:32]>>[C:1]([CH3:2])([CH3:3])([CH3:4])[N:5]1[S:6](=[O:29])(=[O:30])[CH:7]([c:11]2[cH:12][cH:13][c:14]([CH2:15][C:16]3([C:22](=[O:23])[O:24][CH2:25][CH3:26])[NH:17][C:18](=[O:21])[CH2:19][CH2:20]3)[cH:27][cH:28]2)[CH2:8][C:9]1=[O:10]. The reactants are [OH-].[Na+] (NaOH), Cl (hydrochloric acid), C(#N)C1=CC=C(C=O)C=C1 (4-cyanobenzaldehyde), CC(=O)C (acetone). Solvent: O (Water), O (water). Reaction conditions: temperature 14 celsius, time 8 hour. Yields the product C(#N)C1=CC=C(C=C1)C=CC(C)=O (4-(4-Cyanophenyl)-3-buten-2-one). Yield: 49.2%. RXN SMILES: [OH-].[Na+].[C:3]([C:5]1[CH:12]=[CH:11][C:8]([CH:9]=O)=[CH:7][CH:6]=1)#[N:4].Cl.[CH3:14][C:15]([CH3:17])=[O:16]>O>[C:3]([C:5]1[CH:12]=[CH:11][C:8]([CH:9]=[CH:14][C:15](=[O:16])[CH3:17])=[CH:7][CH:6]=1)#[N:4] |f:0.1|. Procedure: Water (150 ml) and 10% NaOH aqueous solution (4.5 ml) were added under vigorous stirring to a solution of 4-cyanobenzaldehyde (7.0 g, 80.6 mmol) in acetone (40 ml) and water(25 ml). The reaction mixture was stirred at 14° C. for 8 hr, after the reaction completed, the reaction mixture was neutralized with 6N hydrochloric acid to adjust pH=7-8.The precipitated separated solid was collected by filtration and dried, then recrystallized from anhydrous ethanol to give 4.8 g of crystals in needles, mp... Product: Cc1ccccc1-c1n[nH]c(NC(=O)CCCN2CCCC2)c1C. Starting materials: Cc1ccccc1-c1n[nH]c(N)c1C, CCN(C(C)C)C(C)C, ClCCCl, O=C(O)CCCN1CCCC1. RXN SMILES: [CH3:21][c:22]1[c:23]([NH2:34])[nH:24][n:25][c:26]1-[c:27]1[c:28]([CH3:33])[cH:29][cH:30][cH:31][cH:32]1.[CH:12]([N:13]([CH2:14][CH3:15])[CH:16]([CH3:17])[CH3:18])([CH3:19])[CH3:20].[Cl:35][CH2:36][CH2:37][Cl:38].[N:1]1([CH2:6][CH2:7][CH2:8][C:9](=[O:10])[OH:11])[CH2:2][CH2:3][CH2:4][CH2:5]1>>[N:1]1([CH2:6][CH2:7][CH2:8][C:9](=[O:11])[NH:34][c:23]2[c:22]([CH3:21])[c:26](-[c:27]3[c:28]([CH3:33])[cH:29][cH:30][cH:31][cH:32]3)[n:25][nH:24]2)[CH2:2][CH2:3][CH2:4][CH2:5]1. The reactants are C(C1=CC=CC=C1)OC1OC(CC1NC(=O)CN1N(C(CCC(C1=O)NC(C1=CC(=C(C(=C1)Cl)O)Cl)=O)=O)CCC)=O (N-{2-[(2-Benzyloxy-5-oxo-tetrahydro-furan-3-ylcarbamoyl)-methyl]-3,7-dioxo-1-propyl-[1,2]diazepan-4-yl}-3,5-dichloro-4-hydroxy-benzamide), C(C1=CC=CC=C1)N1N(C(C(CCC1=O)NC(=O)C1=NC=CC2=CC=CC=C12)=O)CC(=O)NC(CC(=O)O)C=O (3-(2-{2-Benzyl-6-[(isoquinoline-1-carbonyl)-amino]-3,7-dioxo-[1,2]diazepan-1-yl}-acetylamino)-4-oxo-butyric acid). Yields the product ClC=1C=C(C(=O)NC2CCC(N(N(C2=O)CC(=O)NC(CC(=O)O)C=O)CCC)=O)C=C(C1O)Cl (3-{2-[6-(3,5-Dichloro-4-hydroxy-benzoylamino)-3,7-dioxo-2-propyl-[1,2]diazepan-1-yl]-acetylamino}-4-oxo-butyric acid), C(C1=CC=CC=C1)N1N(C(C(CCC1=O)NC(=O)C1=NC=CC2=CC=CC=C12)=O)CC(=O)NC(CC(=O)O)C=O (3-(2-{2-Benzyl-6-[(isoquinoline-1-carbonyl)-amino]-3,7-dioxo-[1,2]diazepan-1-yl}-acetylamino)-4-oxo-butyric acid). Isolated yield 74.0%. Reaction SMILES: C([O:8][CH:9]1[CH:13]([NH:14][C:15]([CH2:17][N:18]2[C:24](=[O:25])[CH:23]([NH:26][C:27](=[O:37])[C:28]3[CH:33]=[C:32]([Cl:34])[C:31]([OH:35])=[C:30]([Cl:36])[CH:29]=3)[CH2:22][CH2:21][C:20](=[O:38])[N:19]2[CH2:39][CH2:40][CH3:41])=[O:16])[CH2:12][C:11](=[O:42])[O:10]1)C1C=CC=CC=1.[CH2:43]([N:50]1[C:56](=[O:57])[CH2:55][CH2:54][CH:53]([NH:58][C:59]([C:61]2[C:70]3[C:65](=[CH:66][CH:67]=[CH:68][CH:69]=3)[CH:64]=[CH:63][N:62]=2)=[O:60])[C:52](=[O:71])[N:51]1[CH2:72][C:73]([NH:75][CH:76]([CH:81]=[O:82])[CH2:77][C:78]([OH:80])=[O:79])=[O:74])[C:44]1[CH:49]=[CH:48][CH:47]=[CH:46][CH:45]=1>>[Cl:36][C:30]1[CH:29]=[C:28]([CH:33]=[C:32]([Cl:34])[C:31]=1[OH:35])[C:27]([NH:26][CH:23]1[C:24](=[O:25])[N:18]([CH2:17][C:15]([NH:14][CH:13]([CH:9]=[O:8])[CH2:12][C:11]([OH:42])=[O:10])=[O:16])[N:19]([CH2:39][CH2:40][CH3:41])[C:20](=[O:38])[CH2:21][CH2:22]1)=[O:37].[CH2:43]([N:50]1[C:56](=[O:57])[CH2:55][CH2:54][CH:53]([NH:58][C:59]([C:61]2[C:70]3[C:65](=[CH:66][CH:67]=[CH:68][CH:69]=3)[CH:64]=[CH:63][N:62]=2)=[O:60])[C:52](=[O:71])[N:51]1[CH2:72][C:73]([NH:75][CH:76]([CH:81]=[O:82])[CH2:77][C:78]([OH:80])=[O:79])=[O:74])[C:44]1[CH:45]=[CH:46][CH:47]=[CH:48][CH:49]=1. Procedure: 3-{2-[6-(3,5-Dichloro-4-hydroxy-benzoylamino)-3,7-dioxo-2-propyl-[1,2]diazepan-1-yl]-acetylamino}-4-oxo-butyric acid (11c) was prepared from N-{2-[(2-benzyloxy-5-oxo-tetrahydro-furan-3-ylcarbamoyl)-methyl]-3,7-dioxo-1-propyl-[1,2]diazepan-4-yl}-3,5-dichloro-4-hydroxy-benzamide (10d, diastereomers) (30 mg, 0.05 mmol) by the method used to prepare 11a to afford 19 mg (74% yield) of the title compound. 1H-NMR (500 MHz, CDCl3/CD3OD=0.5 mL/3 drops) δ 0.90-0.95 (t, 3H), 1.60-1.70 (m, 2H), 2.00-2.10 (m... Reactants: CS(C)=O, O=S(=O)(c1ccc(F)cc1)c1ccc(CCc2ccc(F)cc2F)cc1, N#C[Na]. Product: N#Cc1ccc(S(=O)(=O)c2ccc(CCc3ccc(F)cc3F)cc2)cc1. Reaction SMILES: [CH3:30][S:31]([CH3:32])=[O:33].[F:1][c:2]1[c:3]([CH2:9][CH2:10][c:11]2[cH:12][cH:13][c:14]([S:17](=[O:18])(=[O:19])[c:20]3[cH:21][cH:22][c:23]([F:26])[cH:24][cH:25]3)[cH:15][cH:16]2)[cH:4][cH:5][c:6]([F:8])[cH:7]1.[Na:27][C:28]#[N:29]>>[F:1][c:2]1[c:3]([CH2:9][CH2:10][c:11]2[cH:12][cH:13][c:14]([S:17](=[O:18])(=[O:19])[c:20]3[cH:21][cH:22][c:23]([C:28]#[N:29])[cH:24][cH:25]3)[cH:15][cH:16]2)[cH:4][cH:5][c:6]([F:8])[cH:7]1. The reactants are [Li]CCCC, O=C1NC(Cc2ccccc2)CO1, O=C(Cl)Cc1ccc(F)cc1, C1CCOC1. Product: O=C(Cc1ccc(F)cc1)N1C(=O)OCC1Cc1ccccc1. RXN SMILES: [CH2:14]([Li:15])[CH2:16][CH2:17][CH3:18].[CH2:1]([c:2]1[cH:3][cH:4][cH:5][cH:6][cH:7]1)[CH:8]1[NH:9][C:10](=[O:13])[O:11][CH2:12]1.[F:19][c:20]1[cH:21][cH:22][c:23]([CH2:26][C:27](=[O:28])[Cl:29])[cH:24][cH:25]1.[O:30]1[CH2:31][CH2:32][CH2:33][CH2:34]1>>[CH2:1]([c:2]1[cH:3][cH:4][cH:5][cH:6][cH:7]1)[CH:8]1[N:9]([C:27]([CH2:26][c:23]2[cH:22][cH:21][c:20]([F:19])[cH:25][cH:24]2)=[O:28])[C:10](=[O:13])[O:11][CH2:12]1. Conditions: time 8 hour. Reactants: FC1=C(C=O)C=CC=C1 (2-Fluoro-benzaldehyde), N1CC(CC1)OC(=O)N1CCC(CC1)OC1=NC=NC(=C1)N1CCC2=CC(=CC=C12)S(=O)(=O)C (4-[6-(5-Methanesulfonyl-2,3-dihydro-indol-1-yl)-pyrimidin-4-yloxy]-piperidine-1-carboxylic acid pyrrolidin-3-yl ester), [BH-](OC(=O)C)(OC(=O)C)OC(=O)C.[Na+] (NaBH(OAc)3). Procedure details: 2-Fluoro-benzaldehyde (11 μL, 0.1 mmol) was dissolved in 1 mL of DCE with 21b (49 mg, 0.1 mmol) and NaBH(OAc)3 (30 mg, 0.14 mmol). The mixture was stirred for 8 h at room temperature then was diluted with DCM and quenched with saturated NaHCO3. The organic layer was washed with saturated NaHCO3 followed by brine. The organic layer was dried, filtered and evaporated. The residue was purified by preparative HPLC to afford 21-1, LCMS 596.2 (MH+). The solvent is ClCCCl (DCE), C(Cl)Cl (DCM). Yields the product FC1=C(CN2CC(CC2)OC(=O)N2CCC(CC2)OC2=NC=NC(=C2)N2CCC3=CC(=CC=C23)S(=O)(=O)C)C=CC=C1 (4-[6-(5-Methanesulfonyl-2,3-dihydro-indol-1-yl)-pyrimidin-4-yloxy]-piperidine-1-carboxylic acid 1-(2-fluoro-benzyl)-pyrrolidin-3-yl ester). Reaction SMILES: [F:1][C:2]1[CH:9]=[CH:8][CH:7]=[CH:6][C:3]=1[CH:4]=O.[NH:10]1[CH2:14][CH2:13][CH:12]([O:15][C:16]([N:18]2[CH2:23][CH2:22][CH:21]([O:24][C:25]3[CH:30]=[C:29]([N:31]4[C:39]5[C:34](=[CH:35][C:36]([S:40]([CH3:43])(=[O:42])=[O:41])=[CH:37][CH:38]=5)[CH2:33][CH2:32]4)[N:28]=[CH:27][N:26]=3)[CH2:20][CH2:19]2)=[O:17])[CH2:11]1.[BH-](OC(C)=O)(OC(C)=O)OC(C)=O.[Na+]>ClCCCl.C(Cl)Cl>[F:1][C:2]1[CH:9]=[CH:8][CH:7]=[CH:6][C:3]=1[CH2:4][N:10]1[CH2:14][CH2:13][CH:12]([O:15][C:16]([N:18]2[CH2:23][CH2:22][CH:21]([O:24][C:25]3[CH:30]=[C:29]([N:31]4[C:39]5[C:34](=[CH:35][C:36]([S:40]([CH3:43])(=[O:42])=[O:41])=[CH:37][CH:38]=5)[CH2:33][CH2:32]4)[N:28]=[CH:27][N:26]=3)[CH2:20][CH2:19]2)=[O:17])[CH2:11]1 |f:2.3|. Run at time 30 minute. Reported procedure: A solution of 65 mg of 2-chloro-5-((4-fluoro-phenyl)-hydroxy-methyl)-benzenesulfonamide in 1 mL of acetone is stirred at room temperature as 0.2 mL of 3 M Jones' reagent is added. The reaction mixture is stirred at room temperature for 30 minutes then diluted with ethyl acetate, filtered through celite, the filtrate is concentrated in vacuo. The crude product is purified by silica gel chromatography to give 48 mg of the title compound as white foam. 1H NMR (CDCl3): 5.15 (br, 2H), 7.12-7.30 (m, 3... Solvent: C(C)(=O)OCC (ethyl acetate), CC(=O)C (acetone). Yields the product ClC1=C(C=C(C=C1)C(C1=CC=C(C=C1)F)=O)S(=O)(=O)N (2-Chloro-5-(4-fluoro-benzoyl)-benzenesulfonamide). Isolated yield 74.3%. Reaction SMILES: [Cl:1][C:2]1[CH:7]=[CH:6][C:5]([CH:8]([C:10]2[CH:15]=[CH:14][C:13]([F:16])=[CH:12][CH:11]=2)[OH:9])=[CH:4][C:3]=1[S:17]([NH2:20])(=[O:19])=[O:18].CC(C)=O.OS(O)(=O)=O.O=[Cr](=O)=O>CC(C)=O.C(OCC)(=O)C>[Cl:1][C:2]1[CH:7]=[CH:6][C:5]([C:8](=[O:9])[C:10]2[CH:11]=[CH:12][C:13]([F:16])=[CH:14][CH:15]=2)=[CH:4][C:3]=1[S:17]([NH2:20])(=[O:18])=[O:19] |f:1.2.3|. The reactants are ClC1=C(C=C(C=C1)C(O)C1=CC=C(C=C1)F)S(=O)(=O)N (2-chloro-5-((4-fluoro-phenyl)-hydroxy-methyl)-benzenesulfonamide), CC(=O)C.OS(=O)(=O)O.O=[Cr](=O)=O (Jones' reagent).